From a dataset of the Open Reaction Database (ORD), a public repository of structured organic reaction records. describe an organic reaction: reactants, conditions, products, and yield Starting materials: CC(C)(C)[Si](C)(C)OCCC=Cc1ccc2c(N)ncnn12, CC(=O)O, O=[Pt]=O. Yields the product CC(C)(C)[Si](C)(C)OCCCCc1ccc2c(N)ncnn12. As a reaction SMILES: [C:1]([CH3:2])([CH3:3])([CH3:4])[Si:5]([O:6][CH2:7][CH2:8][CH:9]=[CH:10][c:11]1[cH:12][cH:13][c:14]2[c:15]([NH2:20])[n:16][cH:17][n:18][n:19]12)([CH3:21])[CH3:22].[CH3:23][C:24](=[O:25])[OH:26].[Pt:27](=[O:28])=[O:29]>>[C:1]([CH3:2])([CH3:3])([CH3:4])[Si:5]([O:6][CH2:7][CH2:8][CH2:9][CH2:10][c:11]1[cH:12][cH:13][c:14]2[c:15]([NH2:20])[n:16][cH:17][n:18][n:19]12)([CH3:21])[CH3:22]. The reactants are [NH4+].[Cl-] (NH4Cl), ClC=1C=C(C=C(C1OCC(F)(F)F)C1=CC=C(C=C1)C(F)(F)F)CC(=O)OCC (Ethyl 2-(5-chloro-6-(2,2,2-trifluoroethoxy)-4′-(trifluoromethyl)biphenyl-3-yl)acetate), C1(CCCC1)Br (cyclopentyl bromide), [H-].[Na+] (NaH). The solvent is CN(C)C=O (DMF). Conditions: time 30 minute. Product: ClC=1C=C(C=C(C1OCC(F)(F)F)C1=CC=C(C=C1)C(F)(F)F)C(C(=O)OCC)C1CCCC1 (ethyl 2-(5-chloro-6-(2,2,2-trifluoroethoxy)-4′-(trifluoromethyl)biphenyl-3-yl)-2-cyclopentylacetate). Yield: 0.0%. RXN SMILES: [Cl:1][C:2]1[CH:3]=[C:4]([CH2:24][C:25]([O:27][CH2:28][CH3:29])=[O:26])[CH:5]=[C:6]([C:14]2[CH:19]=[CH:18][C:17]([C:20]([F:23])([F:22])[F:21])=[CH:16][CH:15]=2)[C:7]=1[O:8][CH2:9][C:10]([F:13])([F:12])[F:11].[H-].[Na+].[CH:32]1(Br)[CH2:36][CH2:35][CH2:34][CH2:33]1.[NH4+].[Cl-]>CN(C=O)C>[Cl:1][C:2]1[CH:3]=[C:4]([CH:24]([CH:32]2[CH2:36][CH2:35][CH2:34][CH2:33]2)[C:25]([O:27][CH2:28][CH3:29])=[O:26])[CH:5]=[C:6]([C:14]2[CH:15]=[CH:16][C:17]([C:20]([F:21])([F:22])[F:23])=[CH:18][CH:19]=2)[C:7]=1[O:8][CH2:9][C:10]([F:13])([F:12])[F:11] |f:1.2,4.5|. Reported procedure: Ethyl 2-(5-chloro-6-(2,2,2-trifluoroethoxy)-4′-(trifluoromethyl)biphenyl-3-yl)acetate (0.8 g, 1.8 mmol) was dissolved in anhydrous DMF (40 mL), NaH (60% wt. in paraffin oil, 0.052 g, 2.18 mmol) was added at 0° C. The reaction mixture was stirred for 30 min at room temperature and cyclopentyl bromide (0.298 g, 1.99 mmol) was added drop wise at 0° C. The reaction mixture was stirred an additional 1 h at 0° C. and saturated NH4Cl solution (10 mL) was added. The reaction mixture was extracted with E... Starting materials: N1C=NC2=C1C=CC(=C2)C(=O)OC (methyl 1H-benzo[d]imidazole-5-carboxylate), O1CCCC=C1 (3,4-dihydro-2H-pyran). Reagents/catalysts: CC=1C=CC(=CC1)S(=O)(=O)O.O (p-TsOH.H2O). Run in C1CCOC1 (THF). Product: O1C(CCCC1)N1C=NC2=C1C=CC(=C2)C(=O)OC (methyl 1-(tetrahydro-2H-pyran-2-yl)-1H-benzo[d]imidazole-5-carboxylate). Yield: 96.0%. Reaction SMILES: [NH:1]1[C:5]2[CH:6]=[CH:7][C:8]([C:10]([O:12][CH3:13])=[O:11])=[CH:9][C:4]=2[N:3]=[CH:2]1.[O:14]1[CH:19]=[CH:18][CH2:17][CH2:16][CH2:15]1>CC1C=CC(S(O)(=O)=O)=CC=1.O.C1COCC1>[O:14]1[CH2:19][CH2:18][CH2:17][CH2:16][CH:15]1[N:1]1[C:5]2[CH:6]=[CH:7][C:8]([C:10]([O:12][CH3:13])=[O:11])=[CH:9][C:4]=2[N:3]=[CH:2]1 |f:2.3|. Reported procedure: A round-bottom flask was charged with 20 (1.76 g, 10 mmol), p-TsOH.H2O (38 mg, 0.2 mmol), 3,4-dihydro-2H-pyran (1.26 g, 15 mmol) and THF (20 mL). The reaction mixture was degassed with nitrogen and heated at reflux for 18 h, and then the solvent was removed under reduced pressure. The residue was diluted with DCM (250 mL) and water (50 mL). The organic layer was dried (MgSO4), filtered and concentrated in vacuo. The residue was purified by SiO2 chromatography eluting with a DCM/MeOH gradient (0.... The reactants are C(C)(C)C=1N=C2N(C=CC(=C2)C#N)C1 (2-isopropylimidazo[1,2-a]pyridine-7-carbonitrile), ClS(=O)(=O)O[Si](C)(C)C (trimethylsilyl chlorosulfonate). The solvent is ClC(C)Cl (dichloroethane). Conditions: temperature 100 celsius. Product: C(#N)C1=CC=2N(C=C1)C(=C(N2)C(C)C)S(=O)(=O)O (7-cyano-2-isopropylimidazo[1,2-a]pyridine-3-sulfonic acid). Yield: 94.6%. As a reaction SMILES: [CH:1]([C:4]1[N:5]=[C:6]2[CH:11]=[C:10]([C:12]#[N:13])[CH:9]=[CH:8][N:7]2[CH:14]=1)([CH3:3])[CH3:2].Cl[S:16]([O:19][Si](C)(C)C)(=[O:18])=[O:17]>ClC(Cl)C>[C:12]([C:10]1[CH:9]=[CH:8][N:7]2[C:14]([S:16]([OH:19])(=[O:18])=[O:17])=[C:4]([CH:1]([CH3:3])[CH3:2])[N:5]=[C:6]2[CH:11]=1)#[N:13]. Procedure: The 2-isopropylimidazo[1,2-a]pyridine-7-carbonitrile (2.00 g, 10.8 mmol) obtained in step 1 of Example 7 was dissolved in dichloroethane (22 mL). Under ice-cooled condition, trimethylsilyl chlorosulfonate (4.08 g, 21.6 mmol) was added, and the mixture was stirred at 100° C. for hours. The solvent was evaporated under reduced pressure, and the residue was slurried in heptane. The resulting crystals were collected by filteration to give 7-cyano-2-isopropylimidazo[1,2-a]pyridine-3-sulfonic acid (2.... Reactants: COC(=O)Cl, Nc1ccccc1C(=O)NC1CC1, O. The product is COC(=O)Nc1ccccc1C(=O)NC1CC1. RXN SMILES: [CH3:14][O:15][C:16](=[O:17])[Cl:18].[NH2:1][c:2]1[c:3]([C:4](=[O:5])[NH:6][CH:7]2[CH2:8][CH2:9]2)[cH:10][cH:11][cH:12][cH:13]1.[OH2:19]>>[NH:1]([c:2]1[c:3]([C:4](=[O:5])[NH:6][CH:7]2[CH2:8][CH2:9]2)[cH:10][cH:11][cH:12][cH:13]1)[C:16]([O:15][CH3:14])=[O:17]. Reactants: C(=O)C1=CC=C(C=C1)C1(CC1)C#N (1-(4-formylphenyl)cyclopropanecarbonitrile), N1CCCC1 (pyrrolidine), C(C)(=O)O[BH-](OC(C)=O)OC(C)=O.[Na+] (sodium triacetoxyborohydride), CO (methanol). Reaction conditions: time 1 hour. The product is N1(CCCC1)CC1=CC=C(C=C1)C1(CC1)C#N (1-[4-(pyrrolidin-1-ylmethyl)phenyl]cyclopropanecarbonitrile). As a reaction SMILES: [CH:1]([C:3]1[CH:8]=[CH:7][C:6]([C:9]2([C:12]#[N:13])[CH2:11][CH2:10]2)=[CH:5][CH:4]=1)=O.[NH:14]1[CH2:18][CH2:17][CH2:16][CH2:15]1.C(O[BH-](OC(=O)C)OC(=O)C)(=O)C.[Na+].CO>>[N:14]1([CH2:1][C:3]2[CH:8]=[CH:7][C:6]([C:9]3([C:12]#[N:13])[CH2:11][CH2:10]3)=[CH:5][CH:4]=2)[CH2:18][CH2:17][CH2:16][CH2:15]1 |f:2.3|. Reported procedure: A mixture of 1-(4-formylphenyl)cyclopropanecarbonitrile (0.30 g, 0.0018 mol), pyrrolidine (0.18 mL, 0.0021 mol) and sodium triacetoxyborohydride (0.74 g, 0.0035 mol) in methanol (5.0 mL, 0.12 mol) was stirred at rt for 1 h. The reaction was adjusted to be basic (pH=12) and extracted with ethyl acetate. The combined extract was washed with brine, dried, and concentrated to provide the desired product. LC-MS: 227.1 (M+H)+